From a dataset of the Open Reaction Database (ORD), a public repository of structured organic reaction records. describe an organic reaction: reactants, conditions, products, and yield Run in C1CCOC1 (THF). The product is CC=1C=C(C=CC1C)NC(=N)C1=CC=C(C=C1)SC (N-(3,4-Dimethylphenyl)-4-(methylthio)benzenecarboximidamide). Yield: 84.7%. Conditions: time 20 minute. Procedure details: To a solution of 3,4-dimethylaniline (10 g, 83 mmol) in THF (10 ml), lithium bis(trimethylsilyl)amide (20% in THF, 93 ml, 99 mmol) was added under stirring in nitrogen blanket for a period of 20 minutes followed by 4-methylthiobenzonitrile (12.31 g, 83 mmol) over a period of 10 min. After 1 hour the reaction mixture was poured over ammonium chloride solution (30%, 100 ml). The resultant mixture was extracted with ethyl acetate and washed with water, dried over anhydrous sodium sulphate. The ethy... Starting materials: CC=1C=C(N)C=CC1C (3,4-dimethylaniline), C[Si](C)(C)[N-][Si](C)(C)C.[Li+] (lithium bis(trimethylsilyl)amide), [Cl-].[NH4+] (ammonium chloride), CSC1=CC=C(C#N)C=C1 (4-methylthiobenzonitrile). As a reaction SMILES: [CH3:1][C:2]1[CH:3]=[C:4]([CH:6]=[CH:7][C:8]=1[CH3:9])[NH2:5].C[Si]([N-][Si](C)(C)C)(C)C.[Li+].[CH3:20][S:21][C:22]1[CH:29]=[CH:28][C:25]([C:26]#[N:27])=[CH:24][CH:23]=1.[Cl-].[NH4+]>C1COCC1>[CH3:1][C:2]1[CH:3]=[C:4]([NH:5][C:26]([C:25]2[CH:28]=[CH:29][C:22]([S:21][CH3:20])=[CH:23][CH:24]=2)=[NH:27])[CH:6]=[CH:7][C:8]=1[CH3:9] |f:1.2,4.5|. The reactants are CC(=O)c1ccc(S(=O)(=O)[O-])cc1, CN(C)C=O, [Na+], O, O=S(Cl)Cl. Yields the product CC(=O)c1ccc(S(=O)(=O)Cl)cc1. Reaction SMILES: [C:1]([CH3:2])(=[O:3])[c:4]1[cH:5][cH:6][c:7]([S:10](=[O:11])(=[O:12])[O-:13])[cH:8][cH:9]1.[CH3:15][N:16]([CH3:17])[CH:18]=[O:19].[Na+:14].[OH2:24].[S:20]([Cl:21])([Cl:22])=[O:23]>>[C:1]([CH3:2])(=[O:3])[c:4]1[cH:5][cH:6][c:7]([S:10](=[O:11])(=[O:13])[Cl:22])[cH:8][cH:9]1. The reactants are C(C=C)Cl (allyl chloride), P(OC)(OC)OC (trimethyl phosphite), CCl (methyl chloride). The reagents and catalysts are [Ni] (Raney nickel). The product is COP(OC)(=O)CC=C (allyl phosphonic acid dimethyl ester). RXN SMILES: [P:1]([O:6]C)([O:4][CH3:5])[O:2][CH3:3].[CH2:8](Cl)[CH:9]=[CH2:10].CCl>[Ni]>[CH3:3][O:2][P:1]([CH2:10][CH:9]=[CH2:8])(=[O:6])[O:4][CH3:5]. Reported procedure: 124 parts of trimethyl phosphite, together with 1 part of Raney nickel, are heated for 1 hour to 130°-140° C in a nitrogen atmosphere. 80 parts of allyl chloride are then slowly added dropwise so that the temperature does not fall below 80° to 90° C. The methyl chloride formed escapes through the reflux condenser. The reaction is over after 22 hours. The Raney nickel is filtered off, followed by fractionation in vacuo. Bp: 83°-84° C/12 Torr; nD20 : 1.4371; Yield: 86 parts, corresponding to 57% o... Reactants: ( d ), C(=O)C=1C=C(C=CC(=O)O)C=CC1 (3-formylcinnamic acid), NC1=C(C(N(C(N1CC1CCCCC1)=O)CC1CCCCC1)=O)N=O (6-amino 1,3-bis(cyclohexylmethyl)-5-nitrosouracil), C1(CCCCC1)CN1C(=O)N(C(=O)C(=C1N)N)CC1CCCCC1 (1,3-bis(cyclohexylmethyl)-5,6-diaminouracil). Product: C1(CCCCC1)CN1C(N(C=2NC(=NC2C1=O)C=1C=C(/C=C/C(=O)O)C=CC1)CC1CCCCC1)=O ((E)-3-[1,3-bis(cyclohexylmethyl)-1,2,3,6-tetrahydro-2,6-dioxo-9H-purin-8-yl]cinnamic acid). As a reaction SMILES: [NH2:1][C:2]1[N:7]([CH2:8][CH:9]2[CH2:14][CH2:13][CH2:12][CH2:11][CH2:10]2)[C:6](=[O:15])[N:5]([CH2:16][CH:17]2[CH2:22][CH2:21][CH2:20][CH2:19][CH2:18]2)[C:4](=[O:23])[C:3]=1[N:24]=O.C1(CN2C(N)=C(N)C(=O)N(CC3CCCCC3)C2=O)CCCCC1.[CH:50]([C:52]1[CH:53]=[C:54]([CH:60]=[CH:61][CH:62]=1)[CH:55]=[CH:56][C:57]([OH:59])=[O:58])=O>>[CH:17]1([CH2:16][N:5]2[C:4](=[O:23])[C:3]3[N:24]=[C:50]([C:52]4[CH:53]=[C:54]([CH:60]=[CH:61][CH:62]=4)/[CH:55]=[CH:56]/[C:57]([OH:59])=[O:58])[NH:1][C:2]=3[N:7]([CH2:8][CH:9]3[CH2:14][CH2:13][CH2:12][CH2:11][CH2:10]3)[C:6]2=[O:15])[CH2:22][CH2:21][CH2:20][CH2:19][CH2:18]1. Yield: 49.0%. Reported procedure: As in part (d) of Example, 1, 6-amino 1,3-bis(cyclohexylmethyl)-5-nitrosouracil (from step (c) example 1, 2.79 g, 8.00 mmol) was reduced to 1,3-bis(cyclohexylmethyl)-5,6-diaminouracil, and condensed with 3-formylcinnamic acid (T. Higa, A. J. Krubsack, J. Org. Chem. 1975, 40: 3037-3045, 1.424 g) to give (E)-3-[1,3-bis(cyclohexylmethyl)-1,2,3,6-tetrahydro-2,6-dioxo-9H-purin-8-yl]cinnamic acid as an off-white solid (1.947 g, 49%), m.p. >350° C.; 1H-NMR (DMSO-d6) consistent with structure. The reactants are O[C@H]1C[C@@H](N(C1)CCC1=CC=C(C=C1)OC)CN1C2=C(OCC3=C1C=CC=C3)C=CC=C2 ((+)-5-[[(2R,4S)-4-hydroxy-1-(4-methoxyphenethyl)pyrrolidin-2-yl]methyl]-5,11-dihydrodibenzo[b,e][1,4]oxazepine), CCOCC (ether), Cl (hydrogen chloride). Run in ClCCl (dichloromethane). The product is Cl.O[C@H]1C[C@@H](N(C1)CCC1=CC=C(C=C1)OC)CN1C2=C(OCC3=C1C=CC=C3)C=CC=C2 ((+)-5-[[(2R, 4S)-4-hydroxy-1-(4-methoxyphenethyl)pyrrolidin-2-yl]methyl]-5,11-dihydrodibenzo[b,e][1,4]oxazepine hydrochloride). Isolated yield 100.0%. RXN SMILES: [OH:1][C@@H:2]1[CH2:6][N:5]([CH2:7][CH2:8][C:9]2[CH:14]=[CH:13][C:12]([O:15][CH3:16])=[CH:11][CH:10]=2)[C@@H:4]([CH2:17][N:18]2[C:24]3[CH:25]=[CH:26][CH:27]=[CH:28][C:23]=3[CH2:22][O:21][C:20]3[CH:29]=[CH:30][CH:31]=[CH:32][C:19]2=3)[CH2:3]1.CCOCC.[ClH:38]>ClCCl>[ClH:38].[OH:1][C@@H:2]1[CH2:6][N:5]([CH2:7][CH2:8][C:9]2[CH:14]=[CH:13][C:12]([O:15][CH3:16])=[CH:11][CH:10]=2)[C@@H:4]([CH2:17][N:18]2[C:24]3[CH:25]=[CH:26][CH:27]=[CH:28][C:23]=3[CH2:22][O:21][C:20]3[CH:29]=[CH:30][CH:31]=[CH:32][C:19]2=3)[CH2:3]1 |f:4.5|. Procedure: 630 mg (1.46 mmol) of (+)-5-[[(2R,4S)-4-hydroxy-1-(4-methoxyphenethyl)pyrrolidin-2-yl]methyl]-5,11-dihydrodibenzo[b,e][1,4]oxazepine in 5 ml of dichloromethane was treated with 0.5 ml of ether saturated with hydrogen chloride and the mixture was concentrated in vacuo. the residue was recrystalized from acetone-ether to give 690 mg (100%) of (+)-5-[[(2R, 4S)-4-hydroxy-1-(4-methoxyphenethyl)pyrrolidin-2-yl]methyl]-5,11-dihydrodibenzo[b,e][1,4]oxazepine hydrochloride as colorless prisms. Reactants: ClC1=NC(=CC(=C1)C1CN(C1)C(=O)OC(C)(C)C)Cl (tert-butyl 3-(2,6-dichloro-4-pyridyl)azetidine-1-carboxylate), Cl.FC1(CNCC1)F (3,3-difluoropyrrolidine hydrochloride), CN1CCCC1=O (NMP), CCN(C(C)C)C(C)C (DIPEA). Conditions: temperature 140 celsius, time 30 minute. The product is ClC1=NC(=CC(=C1)C1CN(C1)C(=O)OC(C)(C)C)N1CC(CC1)(F)F (tert-butyl 3-(2-chloro-6-(3,3-difluoropyrrolidin-1-yl)pyridin-4-yl)azetidine-1-carboxylate). Reaction SMILES: Cl[C:2]1[CH:7]=[C:6]([CH:8]2[CH2:11][N:10]([C:12]([O:14][C:15]([CH3:18])([CH3:17])[CH3:16])=[O:13])[CH2:9]2)[CH:5]=[C:4]([Cl:19])[N:3]=1.Cl.[F:21][C:22]1([F:27])[CH2:26][CH2:25][NH:24][CH2:23]1.CN1C(=O)CCC1.CCN(C(C)C)C(C)C>>[Cl:19][C:4]1[CH:5]=[C:6]([CH:8]2[CH2:11][N:10]([C:12]([O:14][C:15]([CH3:18])([CH3:17])[CH3:16])=[O:13])[CH2:9]2)[CH:7]=[C:2]([N:24]2[CH2:25][CH2:26][C:22]([F:27])([F:21])[CH2:23]2)[N:3]=1 |f:1.2|. Reported procedure: To a suspension of tert-butyl 3-(2,6-dichloro-4-pyridyl)azetidine-1-carboxylate (1-a, 472 mg, 1.557 mmol), 3,3-difluoropyrrolidine hydrochloride (1.12 g, 5.0 equiv., 7.784 mmol) in NMP (3.0 mL, 31 mmol) in a microwave vial was added DIPEA (1.90 mL, 7.0 equiv., 10.90 mmol)), and the reaction was maintained at 140° C. for 30 min and then at 150° C. for 30 min in the microwave machine. LCMS showed more than 95% conversion. The crude was used without further treatment. LCMS: m/z 374 (M+H). Starting materials: C(C=C)C12C3C(C(C=C1)C2)C(=O)OC3=O (allylbicyclo[2.2.1]hept-5-ene-2,3-dicarboxylic anhydride), C(CN)N (ethylenediamine). Reaction conditions: temperature 180 celsius, time 2 hour. The product is C(CN1C(=O)C2C3(C=CC(C2C1=O)C3)CC=C)N3C(=O)C1C2(C=CC(C1C3=O)C2)CC=C (N,N'-Ethylenebis-(allylbicyclo[2.2.1]hept-5-ene-2,3-dicarboximide)). As a reaction SMILES: [CH2:1]([C:4]12[CH2:10][CH:7]([CH:8]=[CH:9]1)[CH:6]1[C:11]([O:13][C:14](=[O:15])[CH:5]21)=O)[CH:2]=[CH2:3].[CH2:16]([NH2:19])[CH2:17][NH2:18]>>[CH2:16]([N:19]1[C:11](=[O:13])[CH:6]2[CH:5]([C:4]3([CH2:1][CH:2]=[CH2:3])[CH2:10][CH:7]2[CH:8]=[CH:9]3)[C:14]1=[O:15])[CH2:17][N:18]1[C:11](=[O:13])[CH:6]2[CH:5]([C:4]3([CH2:1][CH:2]=[CH2:3])[CH2:10][CH:7]2[CH:8]=[CH:9]3)[C:14]1=[O:15]. Procedure: 204 g of allylbicyclo[2.2.1]hept-5-ene-2,3-dicarboxylic anhydride are initially taken and 30 g of ethylenediamine are added dropwise, with stirring. The temperature rises to 130° C. The temperature is increased to 180° C.; in the course of this 14 ml of water distil off. Heating is then continued for a further 2 hours at 200° C. and under a pressure of 9.3 Pa. This gives 210 g of a yellow resin, solid at room temperature and having a softening point of 56° C., measured on a Kofler heated stage.